This data is from the Open Reaction Database (ORD), a public repository of structured organic reaction records. The task is: describe an organic reaction: reactants, conditions, products, and yield Reactants: NC1(CCC1)C1=CC=C(C=C1)C=1C(=CC2=C(OCC(N2CCC#N)=O)N1)C1=CC=CC=C1 (3-(6-(4-(1-aminocyclobutyl)phenyl)-2-oxo-7-phenyl-2,3-dihydro-1H-pyrido[2,3-b][1,4]oxazin-1-yl)propanenitrile), C(C)(C)(C)OC(NC1(CCC1)C1=CC=C(C=C1)C=1C(=CC2=C(OCC(N2CCC)=O)N1)C1=CC=CC=C1)=O (tert-butyl(1-(4-(2-oxo-7-phenyl-1-propyl-2,3-dihydro-1H-pyrido[2,3-b][1,4]oxazin-6-yl)phenyl)cyclobutyl)carbamate). Product: NC1(CCC1)C1=CC=C(C=C1)C=1C(=CC2=C(OCC(N2CC(C)C)=O)N1)C1=CC=CC=C1 (6-(4-(1-aminocyclobutyl)phenyl)-1-isobutyl-7-phenyl-1H-pyrido[2,3-b][1,4]oxazin-2(3H)-one). Reaction SMILES: [NH2:1][C:2]1([C:6]2[CH:11]=[CH:10][C:9]([C:12]3[C:13]([C:27]4[CH:32]=[CH:31][CH:30]=[CH:29][CH:28]=4)=[CH:14][C:15]4[N:20]([CH2:21][CH2:22][C:23]#N)[C:19](=[O:25])[CH2:18][O:17][C:16]=4[N:26]=3)=[CH:8][CH:7]=2)[CH2:5][CH2:4][CH2:3]1.[C:33](OC(=O)NC1(C2C=CC(C3C(C4C=CC=CC=4)=CC4N(CCC)C(=O)COC=4N=3)=CC=2)CCC1)(C)(C)C>>[NH2:1][C:2]1([C:6]2[CH:7]=[CH:8][C:9]([C:12]3[C:13]([C:27]4[CH:28]=[CH:29][CH:30]=[CH:31][CH:32]=4)=[CH:14][C:15]4[N:20]([CH2:21][CH:22]([CH3:33])[CH3:23])[C:19](=[O:25])[CH2:18][O:17][C:16]=4[N:26]=3)=[CH:10][CH:11]=2)[CH2:5][CH2:4][CH2:3]1. Reported procedure: Following the procedure for 3-(6-(4-(1-aminocyclobutyl)phenyl)-2-oxo-7-phenyl-2,3-dihydro-1H-pyrido[2,3-b][1,4]oxazin-1-yl)propanenitrile, tert-butyl(1-(4-(2-oxo-7-phenyl-1-propyl-2,3-dihydro-1H-pyrido[2,3-b][1,4]oxazin-6-yl)phenyl)cyclobutyl)carbamate (50 mg, 0.078 mmol) was reacted to afford the title compound (34.5 mg). 1H NMR (500 MHz, CH3OD) 7.57 (1H, s), 7.38-7.42 (4H, m), 7.30-32 (3H, m), 7.21-7.2 (2H, m), 4.97 (2H, s), 3.92 (2H, d), 2.73-2.79 (2H, m), 2.54-2.60 (2H, m), 2.22-2.25 (1H, m)... RXN SMILES: [Br:1][C:2]1[CH:3]=[CH:4][C:5]([CH2:15][CH2:16][C:17]2[CH:22]=[CH:21][CH:20]=[CH:19][CH:18]=2)=[C:6]([CH:14]=1)[CH2:7]NC(C)(C)CO.ClN1C(=[O:29])CCC1=O>ClCCl>[Br:1][C:2]1[CH:3]=[CH:4][C:5]([CH2:15][CH2:16][C:17]2[CH:22]=[CH:21][CH:20]=[CH:19][CH:18]=2)=[C:6]([CH:14]=1)[CH:7]=[O:29]. Procedure details: A mixture of 2-(N-(5-bromo-2-(phenethyl)benzyl)amino)-2-methylpropan-1-ol (9.13 g), N-chlorosuccinimide (3.38 g) and dichloromethane (50 ml) was stirred for 4 hours. Aluminia (10 g) was added and the mixture stirred for 6 days, filtered and the solvent evaporated. The residue was dissolved in dichloromethane (200 ml) and alumina (60 g) added in 6 portions over 8 hours. The mixture was filtered, the filtrate evaporated and the residue purified by MPLC eluting with dichloromethane/hexane (1:1) to ... The product is BrC=1C=CC(=C(C=O)C1)CCC1=CC=CC=C1 (5-bromo-2-(phenethyl)benzaldehyde). The yield is 48.6%. Reaction conditions: time 4 hour. Starting materials: BrC=1C=CC(=C(CNC(CO)(C)C)C1)CCC1=CC=CC=C1 (2-(N-(5-bromo-2-(phenethyl)benzyl)amino)-2-methylpropan-1-ol), ClN1C(CCC1=O)=O (N-chlorosuccinimide). Solvent: ClCCl (dichloromethane). The solvent is O (water), C1(=CC=CC=C1)C (toluene), C1(=CC=CC=C1)C (toluene). Reactants: COC1=CC=C(C=C1)N1N=C(C=C1C=1C(=NOC1C)C)CCC (4-(1-(4-methoxyphenyl)-3-propyl-1H-pyrazol-5-yl)-3,5-dimethylisoxazole), C(Cl)Cl (CH2Cl2), P(=O)(Cl)(Cl)Cl (Phosphorus oxychloride), CN(C=O)C (N,N-dimethylformamide). As a reaction SMILES: P(Cl)(Cl)(Cl)=O.CN(C)[CH:8]=[O:9].[CH3:11][O:12][C:13]1[CH:18]=[CH:17][C:16]([N:19]2[C:23]([C:24]3[C:25]([CH3:30])=[N:26][O:27][C:28]=3[CH3:29])=[CH:22][C:21]([CH2:31][CH2:32][CH3:33])=[N:20]2)=[CH:15][CH:14]=1.C(Cl)Cl>C1(C)C=CC=CC=1.O>[CH3:30][C:25]1[C:24]([C:23]2[N:19]([C:16]3[CH:17]=[CH:18][C:13]([O:12][CH3:11])=[CH:14][CH:15]=3)[N:20]=[C:21]([CH2:31][CH2:32][CH3:33])[C:22]=2[CH:8]=[O:9])=[C:28]([CH3:29])[O:27][N:26]=1. Conditions: temperature 150 celsius, time 5 minute. Procedure details: Phosphorus oxychloride (599 μL, 6.42 mmol) was added dropwise to dry N,N-dimethylformamide, (497 μL, 6.42 mmol) in toluene (0.6 mL) at 0° C. The mixture was stirred for 5 minutes. Then 4-(1-(4-methoxyphenyl)-3-propyl-1H-pyrazol-5-yl)-3,5-dimethylisoxazole (160 mg, 0.51 mmol) was added, dissolved in toluene (0.5 mL) and the reaction mixture was heated at 150° C. for 20 minutes in the microwave. CH2Cl2 and water were added, a phase separator was used to separate and dry the organic phase. Filtrati... The product is CC1=NOC(=C1C1=C(C(=NN1C1=CC=C(C=C1)OC)CCC)C=O)C (5-(3,5-dimethylisoxazol-4-yl)-1-(4-methoxyphenyl)-3-propyl-1H-pyrazole-4-carbaldehyde). Starting materials: ClC1=CC(=NC2=CC=C(C=C12)OC(F)(F)F)N1CCS(C2=C(C1)C=CC=C2)(=O)=O (4-(4-Chloro-6-(trifluoromethoxy)quinolin-2-yl)-2,3,4,5-tetrahydro-1,4-benzothiazepine 1,1-dioxide), NCCC#N (3-aminopropionitrile), C1(=CC=CC=C1)P(C1=C(C2=CC=CC=C2C=C1)C1=C(C=CC2=CC=CC=C12)P(C1=CC=CC=C1)C1=CC=CC=C1)C1=CC=CC=C1 (2,2′-bis(diphenylphosphino)-1,1′-binaphthyl), CC(C)([O-])C.[Na+] (sodium tert-butoxide). Reagents/catalysts: C=1C=CC(=CC1)/C=C/C(=O)/C=C/C2=CC=CC=C2.C=1C=CC(=CC1)/C=C/C(=O)/C=C/C2=CC=CC=C2.C=1C=CC(=CC1)/C=C/C(=O)/C=C/C2=CC=CC=C2.[Pd].[Pd] (tris(dibenzylideneacetone)dipalladium(0)). Solvent: C1(=CC=CC=C1)C (toluene). Reaction conditions: temperature 110 celsius, time 8 hour. Yields the product O=S1(CCN(CC2=C1C=CC=C2)C2=NC1=CC=C(C=C1C(=C2)NCCC#N)C)=O (3-{[2-(1,1-Dioxido-2,3-dihydro-1,4-benzothiazepin-4(5H)-yl)-6-methylquinolin-4-yl]amino}propanenitrile). Yield: 697.6%. As a reaction SMILES: Cl[C:2]1[C:11]2[C:6](=[CH:7][CH:8]=[C:9](OC(F)(F)F)[CH:10]=2)[N:5]=[C:4]([N:17]2[CH2:23][C:22]3[CH:24]=[CH:25][CH:26]=[CH:27][C:21]=3[S:20](=[O:29])(=[O:28])[CH2:19][CH2:18]2)[CH:3]=1.[NH2:30][CH2:31][CH2:32][C:33]#[N:34].[C:35]1(P(C2C=CC=CC=2)C2C=CC3C(=CC=CC=3)C=2C2C3C(=CC=CC=3)C=CC=2P(C2C=CC=CC=2)C2C=CC=CC=2)C=CC=CC=1.CC(C)([O-])C.[Na+]>C1C=CC(/C=C/C(/C=C/C2C=CC=CC=2)=O)=CC=1.C1C=CC(/C=C/C(/C=C/C2C=CC=CC=2)=O)=CC=1.C1C=CC(/C=C/C(/C=C/C2C=CC=CC=2)=O)=CC=1.[Pd].[Pd].C1(C)C=CC=CC=1>[O:28]=[S:20]1(=[O:29])[C:21]2[CH:27]=[CH:26][CH:25]=[CH:24][C:22]=2[CH2:23][N:17]([C:4]2[CH:3]=[C:2]([NH:34][CH2:33][CH2:32][C:31]#[N:30])[C:11]3[C:6](=[CH:7][CH:8]=[C:9]([CH3:35])[CH:10]=3)[N:5]=2)[CH2:18][CH2:19]1 |f:3.4,5.6.7.8.9|. Procedure: A flask containing 4-(4-chloro-6-methylquinolin-2-yl)-2,3,4,5-tetrahydro-1,4-benzothiazepine 1,1-dioxide (500 mg, 1.34 mmol, prepared in analogy to 4-(4-chloro-6-(trifluoromethoxy)quinolin-2-yl)-2,3,4,5-tetrahydro-1,4-benzothiazepine 1,1-dioxide in Example 17-1), 3-aminopropionitrile (140 mg, 2.01 mmol), tris(dibenzylideneacetone)dipalladium(0) (61.8 mg, 0.068 mmol), 2,2′-bis(diphenylphosphino)-1,1′-binaphthyl (83.3 mg, 0.134 mmol), sodium tert-butoxide (257 mg, 2.68 mmol) and toluene (15 ml) wa... Starting materials: C(C)(C)N1N=C(C=CC1=O)C(C(C1=CC=CC=C1)=O)NCC(=O)OCC (ethyl {[1-(1-isopropyl-6-oxo-1,6-dihydro-3-pyridazinyl)-2-oxo-2-phenylethyl]amino}acetate), C(C)(=O)[O-].[NH4+] (ammonium acetate), O (Water), C(=O)(O)[O-].[Na+] (NaHCO3). The solvent is CC(=O)O (AcOH), CCOC(=O)C (EtOAc). Run at time 2 hour. Yields the product OC=1N=C(C(=NC1)C=1C=CC(N(N1)C(C)C)=O)C1=CC=CC=C1 (6-(5-hydroxy-3-phenyl-2-pyrazinyl)-2-isopropyl-3(2H)-pyridazinone). Yield: 24.8%. Reaction SMILES: [CH:1]([N:4]1[C:9](=[O:10])[CH:8]=[CH:7][C:6]([CH:11]([NH:20][CH2:21][C:22]([O:24]CC)=O)[C:12](=O)[C:13]2[CH:18]=[CH:17][CH:16]=[CH:15][CH:14]=2)=[N:5]1)([CH3:3])[CH3:2].C([O-])(=O)C.[NH4+:31].O.C([O-])(O)=O.[Na+]>CC(O)=O.CCOC(C)=O>[OH:24][C:22]1[N:31]=[C:12]([C:13]2[CH:14]=[CH:15][CH:16]=[CH:17][CH:18]=2)[C:11]([C:6]2[CH:7]=[CH:8][C:9](=[O:10])[N:4]([CH:1]([CH3:2])[CH3:3])[N:5]=2)=[N:20][CH:21]=1 |f:1.2,4.5|. Reported procedure: A mixture of ethyl {[1-(1-isopropyl-6-oxo-1,6-dihydro-3-pyridazinyl)-2-oxo-2-phenylethyl]amino}acetate (14.0 g) and ammonium acetate (21.0 g) in AcOH (60 ml) was refluxed with stirring for 2 hours. Water, aq. NaHCO3 and EtOAc were added to the reaction mixture. The organic layer was separated, and dried over MgSO4. The solvent was removed in vacuo. The residue was purified by silica gel column chromatography eluted with a mixture of n-hexane and EtOAc. The fractions were concentrated in vacuo to... The reactants are FC1=CC=C(C=C1)C1=CC(=C(S1)C(=O)O)C1=NN=NN1C (5-(4-Fluoro-phenyl)-3-(1-methyl-1H-tetrazol-5-yl)-thiophene-2-carboxylic acid), COC(=O)C=1SC(=CC1C1=NN=NN1C)C1=CC=C(C=C1)F (5-(4-fluoro-phenyl)-3-(1-methyl-1H-tetrazol-5-yl)-thiophene-2-carboxylic acid methyl ester), [OH-].[Li+] (lithium hydroxide). Reported procedure: 5-(4-Fluoro-phenyl)-3-(1-methyl-1H-tetrazol-5-yl)-thiophene-2-carboxylic acid (DNM-143) A solution of 5-(4-fluoro-phenyl)-3-(1-methyl-1H-tetrazol-5-yl)-thiophene-2-carboxylic acid methyl ester (28 mg, 0.088 mmol) and lithium hydroxide (10.5 mg, 0.44 mmol) in 3 mL of methanol, 4.5 mL of THF and 2 mL of H2O was stirred overnight at room temperature. The solvent was removed, and the residue was redissolved in 5 mL of H2O. After being acidified with 1N HCl, the precipitate formed was collected by su... RXN SMILES: [F:1][C:2]1[CH:7]=[CH:6][C:5]([C:8]2[S:12][C:11]([C:13]([OH:15])=[O:14])=[C:10]([C:16]3[N:20](C)[N:19]=[N:18][N:17]=3)[CH:9]=2)=[CH:4][CH:3]=1.COC(C1SC(C2C=CC(F)=CC=2)=CC=1C1N(C)N=NN=1)=O.[OH-].[Li+]>CO.C1COCC1.O>[F:1][C:2]1[CH:3]=[CH:4][C:5]([C:8]2[S:12][C:11]([C:13]([OH:15])=[O:14])=[C:10]([C:16]3[NH:20][N:19]=[N:18][N:17]=3)[CH:9]=2)=[CH:6][CH:7]=1 |f:2.3|. Yields the product FC1=CC=C(C=C1)C1=CC(=C(S1)C(=O)O)C1=NN=NN1 (5-(4-fluorophenyl)-3-(1H-tetrazol-5-yl)thiophene-2-carboxylic acid). Isolated yield 90.0%. Solvent: CO (methanol), C1CCOC1 (THF), O (H2O). The reactants are NC1=CC=C(C=C1)N1C2=C(NC(CC1=O)=O)C1=CC=CC=C1C=C2 (5-(4-aminophenyl)-1H-naphtho[1,2-b][1,4]diazepine-2,4(3H,5H)-dione), O=C1NC2=C(N(C(C1)=O)C1=CC=C(C(=O)O)C=C1)C=CC1=CC=CC=C12 (4-[2,4-Dioxo-3,4-dihydro-1H-naphtho[2,1-b][1,4]diazepin-5(2H)-yl]benzoic acid), COC1=C(C(=O)Cl)C(=CC=C1)OC (2,6-dimethoxybenzoyl chloride). Yields the product COC1=C(C(=O)NC2=CC=C(C=C2)N2C3=C(NC(CC2=O)=O)C2=CC=CC=C2C=C3)C(=CC=C1)OC (5-[4-(2,6-Dimethoxybenzoylamino)phenyl]-1H-naphtho[1,2-b][1,4]diazepine-2,4(3H,5H)-dione). Yield: 71.0%. RXN SMILES: [NH2:1][C:2]1[CH:7]=[CH:6][C:5]([N:8]2[C:14](=[O:15])[CH2:13][C:12](=[O:16])[NH:11][C:10]3[C:17]4[C:22]([CH:23]=[CH:24][C:9]2=3)=[CH:21][CH:20]=[CH:19][CH:18]=4)=[CH:4][CH:3]=1.[CH3:25][O:26][C:27]1[CH:35]=[CH:34][CH:33]=[C:32]([O:36][CH3:37])[C:28]=1[C:29](Cl)=[O:30].O=C1CC(=O)N(C2C=CC(C(O)=O)=CC=2)C2C=CC3C(C=2N1)=CC=CC=3>>[CH3:37][O:36][C:32]1[CH:33]=[CH:34][CH:35]=[C:27]([O:26][CH3:25])[C:28]=1[C:29]([NH:1][C:2]1[CH:7]=[CH:6][C:5]([N:8]2[C:14](=[O:15])[CH2:13][C:12](=[O:16])[NH:11][C:10]3[C:17]4[C:22]([CH:23]=[CH:24][C:9]2=3)=[CH:21][CH:20]=[CH:19][CH:18]=4)=[CH:4][CH:3]=1)=[O:30]. Procedure: By using 5-(4-aminophenyl)-1H-naphtho[1,2-b][1,4]diazepine-2,4(3H,5H)-dione obtained in Example 1, (3), and 2,6-dimethoxybenzoyl chloride, the title compound (yield 71%) was obtained in the same manner as that of Example 1, (4).